This data is from the Open Reaction Database (ORD), a public repository of structured organic reaction records. The task is: describe an organic reaction: reactants, conditions, products, and yield Starting materials: C=CCNC(=O)CCCC, OCCS. Yields the product CCCCC(=O)NCCCSCCO. As a reaction SMILES: [CH2:5]([CH:6]=[CH2:7])[NH:8][C:9]([CH2:10][CH2:11][CH2:12][CH3:13])=[O:14].[OH:1][CH2:2][CH2:3][SH:4]>>[OH:1][CH2:2][CH2:3][S:4][CH2:7][CH2:6][CH2:5][NH:8][C:9]([CH2:10][CH2:11][CH2:12][CH3:13])=[O:14]. Starting materials: S1C(=CC=C1)S(=O)(=O)NCP(O)(O)=O ([(2-Thiophenesulfonylamino)methyl]-phosphonic acid), C(C1=CC=CC=C1)O (benzyl alcohol). Product: [NH4+].C(C1=CC=CC=C1)OP([O-])(=O)CNS(=O)(=O)C=1SC=CC1 ([(2-Thiophenesulfonylamino)methyl]-phosphonic acid mono-(benzyl) ester ammonium salt). Reaction SMILES: [S:1]1[CH:5]=[CH:4][CH:3]=[C:2]1[S:6]([NH:9][CH2:10][P:11](=[O:14])([OH:13])[OH:12])(=[O:8])=[O:7].[CH2:15](O)[C:16]1[CH:21]=[CH:20][CH:19]=[CH:18][CH:17]=1>>[NH4+:9].[CH2:15]([O:14][P:11]([CH2:10][NH:9][S:6]([C:2]1[S:1][CH:5]=[CH:4][CH:3]=1)(=[O:7])=[O:8])(=[O:12])[O-:13])[C:16]1[CH:21]=[CH:20][CH:19]=[CH:18][CH:17]=1 |f:2.3|. Reported procedure: According to the procedure described in Example 1, step 4, the phosphonic acid 43 was treated with benzyl alcohol. The ammonium salt was purified by flash chromatography (elution with chloroform:methanol:concentrated ammonium hydroxide; 8:2:0.25), followed by lyophilization, to afford the title compound: 1H NMR (300 MHz, D2O) δH 7.71 (m, 1H), 7.58 (m, 1H), 7.29 (s, 5H), 7.07 (t, J=7.0 Hz, 1H), 4.75 (d, J=7.8 Hz, 2H), 2.93 (d, J=12.9 Hz, 2H); 31P NMR: (121 MHz, D2O) δP 16.65; 13C NMR (75 MHz, D2O... The reactants are CI (methyl iodide), ClC1=C(C(C(=O)O)(O)C2=C(C=CC=C2)Cl)C=CC=C1 (2,2′-dichlorobenzilic acid), [O-]CC.[Na+] (sodium ethoxide), [Na] (sodium). Run in C(C)O (ethanol), C(C)O (ethanol), O (water). Run at time 8 hour. Product: ClC1=C(C(C(=O)OC)(O)C2=C(C=CC=C2)Cl)C=CC=C1 (methyl 2,2′-dichlorobenzilate). RXN SMILES: [Cl:1][C:2]1[CH:19]=[CH:18][CH:17]=[CH:16][C:3]=1[C:4]([C:9]1[CH:14]=[CH:13][CH:12]=[CH:11][C:10]=1[Cl:15])([OH:8])[C:5]([OH:7])=[O:6].[O-][CH2:21]C.[Na+].[Na].CI>C(O)C.O>[Cl:1][C:2]1[CH:19]=[CH:18][CH:17]=[CH:16][C:3]=1[C:4]([C:9]1[CH:14]=[CH:13][CH:12]=[CH:11][C:10]=1[Cl:15])([OH:8])[C:5]([O:7][CH3:21])=[O:6] |f:1.2,^1:23|. Procedure: A solution of 10.0 g (0.034 mol) of 2,2′-dichlorobenzilic acid in 50 ml of ethanol was added dropwise to freshly prepared sodium ethoxide solution of 0.78 g (0.034 mol) of sodium and 100 ml of ethanol at 20° C. and stirred overnight. The solution was evaporated to dryness, the residue was dissolved in DMF and at 20° C. 9.57 g (0.0674 mol) of methyl iodide were added dropwise and the mixture was stirred for a further 72 hours. 300 ml of water were added dropwise to the resulting suspension while ... Starting materials: COCCN, CCN=C=NCCCN(C)C, CN(C)c1ccncc1, CCN(C(C)C)C(C)C, Cc1c(C(=O)c2ccc(Cl)cc2Cl)oc2cc(-c3cccc(C(=O)O)c3)ccc12, ClCCl. Yields the product COCCNC(=O)c1cccc(-c2ccc3c(C)c(C(=O)c4ccc(Cl)cc4Cl)oc3c2)c1. As a reaction SMILES: [CH3:30][O:31][CH2:32][CH2:33][NH2:34].[CH3:35][CH2:36][N:37]=[C:38]=[N:39][CH2:40][CH2:41][CH2:42][N:43]([CH3:44])[CH3:45].[CH3:58][N:59]([c:60]1[cH:61][cH:62][n:63][cH:64][cH:65]1)[CH3:66].[CH:46]([N:47]([CH2:48][CH3:49])[CH:50]([CH3:51])[CH3:52])([CH3:53])[CH3:54].[Cl:1][c:2]1[c:3]([C:4](=[O:5])[c:6]2[o:7][c:8]3[c:9]([c:10]2[CH3:11])[cH:12][cH:13][c:14](-[c:16]2[cH:17][c:18]([C:19](=[O:20])[OH:21])[cH:22][cH:23][cH:24]2)[cH:15]3)[cH:25][cH:26][c:27]([Cl:29])[cH:28]1.[Cl:55][CH2:56][Cl:57]>>[Cl:1][c:2]1[c:3]([C:4](=[O:5])[c:6]2[o:7][c:8]3[c:9]([c:10]2[CH3:11])[cH:12][cH:13][c:14](-[c:16]2[cH:17][c:18]([C:19](=[O:20])[NH:34][CH2:33][CH2:32][O:31][CH3:30])[cH:22][cH:23][cH:24]2)[cH:15]3)[cH:25][cH:26][c:27]([Cl:29])[cH:28]1.